The task is: describe an organic reaction: reactants, conditions, products, and yield. This data is from the Open Reaction Database (ORD), a public repository of structured organic reaction records. Starting materials: NC=1C=C(C(=O)O)C=CC1 (m-Aminobenzoic acid), C(=O)(OCC1=CC=CC=C1)Cl (carbobenzoxy chloride), O (water). Run in CO (methanol). The product is C(C1=CC=CC=C1)OC(=O)NC=1C=C(C(=O)O)C=CC1 (3-(benzyloxycarbonylamino)benzoic acid). Isolated yield 67.0%. As a reaction SMILES: [NH2:1][C:2]1[CH:3]=[C:4]([CH:8]=[CH:9][CH:10]=1)[C:5]([OH:7])=[O:6].[C:11](Cl)([O:13][CH2:14][C:15]1[CH:20]=[CH:19][CH:18]=[CH:17][CH:16]=1)=[O:12].O>CO>[CH2:14]([O:13][C:11]([NH:1][C:2]1[CH:3]=[C:4]([CH:8]=[CH:9][CH:10]=1)[C:5]([OH:7])=[O:6])=[O:12])[C:15]1[CH:20]=[CH:19][CH:18]=[CH:17][CH:16]=1. Procedure: m-Aminobenzoic acid (2.94 g, 21 mmol) was suspended in 50 ml of methanol and treated with carbobenzoxy chloride (3.0 ml, 21 mmol). The mixture was sonicated for 10 min and water was added resulting in the crystallization of the product, 3-(benzyloxycarbonylamino)benzoic acid, (mp 218-219° C.), obtained in 67% yield. C, H, and N analysis: calc. 66.41% C, 4.83% H, 5.16% N; found 66.30% C, 4.82% H, 5.20% N. Starting materials: C1CCC(CC1)N=C=NC2CCCCC2 (DCC), C(C1=CC=CC=C1)(C1=CC=CC=C1)(C1=CC=CC=C1)NC=1SC=C(N1)C(C(=O)O)=NOCC1=CN=CN1C (2-(2-tritylaminothiazol-4-yl)-2-((1-methylimidazol-5-yl)methoxyimino)acetic acid), N[C@H]1[C@@H]2N(C(=C(CS2)COC(C)=O)C(=O)OC(C)(C)C)C1=O (tertiary butyl 7β-amino-3-acetoxymethyl-3-cephem-4-carboxylate), ON1N=NC2=C1C=CC=C2 (1-hydroxybenzotriazole). Yields the product C(C1=CC=CC=C1)(C1=CC=CC=C1)(C1=CC=CC=C1)NC=1SC=C(N1)C(C(=O)N[C@H]1[C@@H]2N(C(=C(CS2)COC(C)=O)C(=O)OC(C)(C)C)C1=O)=NOCC1=CN=CN1C (tertiary butyl 7β-(2-(2-tritylaminothiazol-4-yl)-2-((1-methylimidazol-5-yl)methoxyimino)acetamido)-3-acetoxymethyl-3-cephem-4-carboxylate). Reported procedure: 5.23 g of 2-(2-tritylaminothiazol-4-yl)-2-((1-methylimidazol-5-yl)methoxyimino)acetic acid and 3.28 g of tertiary butyl 7β-amino-3-acetoxymethyl-3-cephem-4-carboxylate were suspended in 200 ml of methylene chloride and 1.35 g of 1-hydroxybenzotriazole was added thereto. A mixture of 2.27 g of DCC and 20 ml of methylene chloride was added to the mixture under stirring and cooling in an ice-bath. The resulting mixture was stirred for 1 hour at the same temperature and then stirred for 23 hours at ... RXN SMILES: [C:1]([NH:20][C:21]1[S:22][CH:23]=[C:24]([C:26](=[N:30][O:31][CH2:32][C:33]2[N:37]([CH3:38])[CH:36]=[N:35][CH:34]=2)[C:27](O)=[O:28])[N:25]=1)([C:14]1[CH:19]=[CH:18][CH:17]=[CH:16][CH:15]=1)([C:8]1[CH:13]=[CH:12][CH:11]=[CH:10][CH:9]=1)[C:2]1[CH:7]=[CH:6][CH:5]=[CH:4][CH:3]=1.[NH2:39][C@@H:40]1[C:59](=[O:60])[N:42]2[C:43]([C:52]([O:54][C:55]([CH3:58])([CH3:57])[CH3:56])=[O:53])=[C:44]([CH2:47][O:48][C:49](=[O:51])[CH3:50])[CH2:45][S:46][C@H:41]12.ON1C2C=CC=CC=2N=N1.C1CCC(N=C=NC2CCCCC2)CC1>C(Cl)Cl>[C:1]([NH:20][C:21]1[S:22][CH:23]=[C:24]([C:26](=[N:30][O:31][CH2:32][C:33]2[N:37]([CH3:38])[CH:36]=[N:35][CH:34]=2)[C:27]([NH:39][C@@H:40]2[C:59](=[O:60])[N:42]3[C:43]([C:52]([O:54][C:55]([CH3:57])([CH3:56])[CH3:58])=[O:53])=[C:44]([CH2:47][O:48][C:49](=[O:51])[CH3:50])[CH2:45][S:46][C@H:41]23)=[O:28])[N:25]=1)([C:2]1[CH:7]=[CH:6][CH:5]=[CH:4][CH:3]=1)([C:14]1[CH:15]=[CH:16][CH:17]=[CH:18][CH:19]=1)[C:8]1[CH:13]=[CH:12][CH:11]=[CH:10][CH:9]=1. The yield is 77.9%. Solvent: C(Cl)Cl (methylene chloride), C(Cl)Cl (methylene chloride). Starting materials: CC(CSCc1ccccc1)C(=O)N1CCCC1C(=O)O, N, [NH4+], [NH4+], [Na], O=S(=O)([O-])[O-]. Product: CC(CS)C(=O)N1CCCC1C(=O)O. RXN SMILES: [CH2:1]([c:2]1[cH:3][cH:4][cH:5][cH:6][cH:7]1)[S:8][CH2:9][CH:10]([C:11](=[O:12])[N:13]1[CH:14]([C:15](=[O:16])[OH:17])[CH2:18][CH2:19][CH2:20]1)[CH3:21].[NH3:30].[NH4+:23].[NH4+:24].[Na:22].[O-:25][S:26](=[O:27])(=[O:28])[O-:29]>>[SH:8][CH2:9][CH:10]([C:11](=[O:12])[N:13]1[CH:14]([C:15](=[O:16])[OH:17])[CH2:18][CH2:19][CH2:20]1)[CH3:21]. The product is O=Cc1cc(O)cc2cc(-c3ccc(O)cc3)oc12. Reactants: [Al+3], C1CCOC1, CON(C)C(=O)c1cc(O)cc2cc(-c3ccc(O)cc3)oc12, [H-], [H-], [H-], [H-], [Li+]. As a reaction SMILES: [Al+3:25].[CH2:30]1[O:31][CH2:32][CH2:33][CH2:34]1.[CH3:1][O:2][N:3]([C:4](=[O:5])[c:6]1[cH:7][c:8]([OH:22])[cH:9][c:10]2[cH:11][c:12](-[c:15]3[cH:16][cH:17][c:18]([OH:21])[cH:19][cH:20]3)[o:13][c:14]12)[CH3:23].[H-:24].[H-:27].[H-:28].[H-:29].[Li+:26]>>[CH:4](=[O:5])[c:6]1[cH:7][c:8]([OH:22])[cH:9][c:10]2[cH:11][c:12](-[c:15]3[cH:16][cH:17][c:18]([OH:21])[cH:19][cH:20]3)[o:13][c:14]12. As a reaction SMILES: [C:1]([CH3:2])([CH3:3])([CH3:4])[Si:5]([O:6][CH:7]1[CH2:8][CH:9]([CH:25]=[CH2:26])[N:10]([S:12](=[O:13])(=[O:14])[c:15]2[cH:16][cH:17][c:18]([C:21]([F:22])([F:23])[F:24])[cH:19][cH:20]2)[CH2:11]1)([CH3:27])[CH3:28].[CH3:29][CH2:30][O:31][C:32]([CH3:33])=[O:34]>>[C:1]([CH3:2])([CH3:3])([CH3:4])[Si:5]([O:6][CH:7]1[CH2:8][CH:9]([CH2:25][CH3:26])[N:10]([S:12](=[O:13])(=[O:14])[c:15]2[cH:16][cH:17][c:18]([C:21]([F:22])([F:23])[F:24])[cH:19][cH:20]2)[CH2:11]1)([CH3:27])[CH3:28]. Yields the product CCC1CC(O[Si](C)(C)C(C)(C)C)CN1S(=O)(=O)c1ccc(C(F)(F)F)cc1. Reactants: C=CC1CC(O[Si](C)(C)C(C)(C)C)CN1S(=O)(=O)c1ccc(C(F)(F)F)cc1, CCOC(C)=O. Reaction SMILES: [C:1]([O:2][C:3](=[O:4])[NH:7][c:8]1[c:9]([NH:20][C:21]([CH2:22][C:23](=[O:5])[c:24]2[cH:25][c:26](-[c:30]3[n:31][cH:32][cH:33][cH:34][cH:35]3)[cH:27][cH:28][cH:29]2)=[O:37])[cH:10][c:11]([C:16]([F:17])([F:18])[F:19])[c:12]([O:14][CH3:15])[cH:13]1)([CH3:6])([CH3:36])[CH3:38].[Cl:46][CH2:47][Cl:48].[F:39][C:40]([F:41])([F:42])[C:43]([OH:44])=[O:45]>>[N:7]1=[C:23]([c:24]2[cH:25][c:26](-[c:30]3[n:31][cH:32][cH:33][cH:34][cH:35]3)[cH:27][cH:28][cH:29]2)[CH2:22][C:21](=[O:37])[NH:20][c:9]2[c:8]1[cH:13][c:12]([O:14][CH3:15])[c:11]([C:16]([F:17])([F:18])[F:19])[cH:10]2. Starting materials: COc1cc(NC(=O)OC(C)(C)C)c(NC(=O)CC(=O)c2cccc(-c3ccccn3)c2)cc1C(F)(F)F, ClCCl, O=C(O)C(F)(F)F. Product: COc1cc2c(cc1C(F)(F)F)NC(=O)CC(c1cccc(-c3ccccn3)c1)=N2. As a reaction SMILES: [C:1]([c:2]1[cH:3][cH:4][cH:5][cH:6][cH:7]1)(=[O:8])[NH:9][c:10]1[c:11]([N:16]2[CH2:17][CH2:18][c:19]3[cH:20][cH:21][cH:22][cH:23][c:24]32)[cH:12][cH:13][cH:14][cH:15]1.[CH3:30][CH2:31][OH:32].[P:25]([Cl:26])([Cl:27])([Cl:28])=[O:29]>>[C:1]1([c:2]2[cH:3][cH:4][cH:5][cH:6][cH:7]2)=[N:9][c:10]2[c:11]([cH:12][cH:13][cH:14][cH:15]2)[N:16]2[CH2:17][CH2:18][c:19]3[cH:20][cH:21][cH:22][c:23]1[c:24]32. Starting materials: O=C(Nc1ccccc1N1CCc2ccccc21)c1ccccc1, CCO, O=P(Cl)(Cl)Cl. Yields the product c1ccc(C2=Nc3ccccc3N3CCc4cccc2c43)cc1. The reactants are P(=O)(Br)(Br)Br (POBr3), CN(C)C=O (DMF), BrC1=C2C=CC(=CC2=CC=C1I)CO ((5-bromo-6-iodo-2-naphthyl)methanol). Run in C(Cl)Cl (CH2Cl2), C(Cl)Cl (CH2Cl2). Conditions: time 10 minute. Yields the product BrC1=C(C=CC2=CC(=CC=C12)CBr)I (1-bromo-6-(bromomethyl)-2-iodonaphthalene). Reaction SMILES: P(Br)(Br)([Br:3])=O.CN(C=O)C.[Br:11][C:12]1[C:21]([I:22])=[CH:20][CH:19]=[C:18]2[C:13]=1[CH:14]=[CH:15][C:16]([CH2:23]O)=[CH:17]2>C(Cl)Cl>[Br:11][C:12]1[C:13]2[C:18](=[CH:17][C:16]([CH2:23][Br:3])=[CH:15][CH:14]=2)[CH:19]=[CH:20][C:21]=1[I:22]. Reported procedure: To a solution of POBr3 (662 mg, 2.3 mmol) in 4.5 mL of CH2Cl2 at 0° C. was added DMF (2.25 mL) dropwise. The reaction was stirred for 10 minutes and then a solution of (5-bromo-6-iodo-2-naphthyl)methanol (280 mg, 0.77 mmol) in 5 mL of CH2Cl2 was added. The reaction mixture was stirred for 30 minutes, quenched with a saturated solution of NH4Cl, extracted with EtOAc and dried over Na2SO4. The organic extracts were evaporated to dryness to afford the titled product which was used as such in the ne... The reactants are colorless solid, C(C)C1N=C(C2=C(N1)C=CS2)O (2-ethyl-4-hydroxy-dihydrothieno-[3,2-d]pyrimidine), C(C)C1N=C(C=2C(N1)=CSC2)O (2-ethyl-4-hydroxy-dihydrothieno-[3,4-d]pyrimidine). Solvent: CS(=O)C (DMSO). Yields the product C(C)C1NC2=C(C(=N1)O)C=CS2 (2-Ethyl-4-hydroxy-dihydrothieno[3,2-]pyrimidine). Reaction SMILES: C(C1NC2C=CSC=2C(O)=N1)C.[CH2:13]([CH:15]1[NH:20][C:19]2=[CH:21][S:22][CH:23]=[C:18]2[C:17]([OH:24])=[N:16]1)[CH3:14]>CS(C)=O>[CH2:13]([CH:15]1[N:16]=[C:17]([OH:24])[C:18]2[CH:19]=[CH:21][S:22][C:23]=2[NH:20]1)[CH3:14]. Procedure: The aqueous filtrate was extracted with four 75 ml portions of chloroform. The organic extracts were washed once with brine, dried (MgSO4) and concentrated under vacuum. The residual oil was diluted with ether (15 ml) and hexane (15 ml). The solid that crystallized was filtered, washed with four 3 ml portions of ether and combined with the solid obtained earlier from the aqueous solution. The 2.3 g of colorless solid was shown by NMR in DMSO to be a 1:1 mixture of 2-ethyl-4-hydroxy-dihydrothieno...